From a dataset of the Open Reaction Database (ORD), a public repository of structured organic reaction records. describe an organic reaction: reactants, conditions, products, and yield Reactants: CC(C)(C)[Si](C)(C)OCc1cc([N+](=O)[O-])ccc1N=C=S, NC1CCc2ccccc21. Yields the product O=[N+]([O-])c1ccc2c(c1)COC(NC1CCc3ccccc31)=N2. RXN SMILES: [C:1]([Si:2]([CH3:4])([CH3:5])[O:8][CH2:9][c:10]1[c:11]([N:19]=[C:20]=[S:3])[cH:12][cH:13][c:14]([N+:16](=[O:17])[O-:18])[cH:15]1)([CH3:6])([CH3:7])[CH3:21].[NH2:22][CH:23]1[CH2:24][CH2:25][c:26]2[cH:27][cH:28][cH:29][cH:30][c:31]21>>[O:8]1[CH2:9][c:10]2[c:11]([cH:12][cH:13][c:14]([N+:16](=[O:17])[O-:18])[cH:15]2)[N:19]=[C:20]1[NH:22][CH:23]1[CH2:24][CH2:25][c:26]2[cH:27][cH:28][cH:29][cH:30][c:31]21. Reactants: C(C)(C)(C)OC(=O)N1CCC(CC1)OS(=O)(=O)C (tert-BUTOXYCARBONYL-4-METHANESULFONYLOXY-PIPERIDINE), [H-].[Na+] (NaH), N1C=NC=C1 (imidazole). Run in CN(C)C=O (DMF), CN(C)C=O (DMF). Run at temperature 60 celsius, time 16 hour. The product is C(C)(C)(C)OC(=O)N1CCC(CC1)N1C=NC=C1 (tert-BUTOXYCARBONYL-4-(1H-IMIDAZOL-1-YL)-PIPERIDINE). RXN SMILES: [C:1]([O:5][C:6]([N:8]1[CH2:13][CH2:12][CH:11](OS(C)(=O)=O)[CH2:10][CH2:9]1)=[O:7])([CH3:4])([CH3:3])[CH3:2].[H-].[Na+].[NH:21]1[CH:25]=[CH:24][N:23]=[CH:22]1>CN(C=O)C>[C:1]([O:5][C:6]([N:8]1[CH2:13][CH2:12][CH:11]([N:21]2[CH:25]=[CH:24][N:23]=[CH:22]2)[CH2:10][CH2:9]1)=[O:7])([CH3:4])([CH3:3])[CH3:2] |f:1.2|. Reported procedure: A solution of the title compound from Step B (4.0 g, 14.32 mmoles) in DMF (120 mL) was added to a stirred solution of NaH (0.52 g, 21.66 mmoles) and imidazole (1.46 g, 21.47 mmoles) in DMF (20 mL) under nitrogen atmosphere. The mixture was stirred at 60° C. for 16 h. DMF was evaporated in vacuo. The resulting crude product was extracted with CH2Cl2 and the extract was successively washed with water and brine, and the CH2Cl2 was evaporated to leave the title residue which was chromatographed on s...